Dataset: the Open Reaction Database (ORD), a public repository of structured organic reaction records. Task: describe an organic reaction: reactants, conditions, products, and yield Reactants: N1CCCC=C1 (tetrahydropyridine), N1CCCC=C1 (tetrahydropyridine), C=1C=CC2=C(C1)N=NN2O (HOBT), C(=O)(OC(C)(C)C)N[C@H](C(C)C)C(=O)O (N-BOC-(R)-valin), N1CCCC=C1 (tetrahydropyridine), C(CCl)Cl (EDC). Solvent: C(Cl)Cl (CH2Cl2). Product: C(=O)(OC(C)(C)C)N[C@H](C(C)C)C(=O)N1CC=CCC1 (N-BOC-(R)-valyl-1,2,5,6-tetrahydropyridine). As a reaction SMILES: [NH:1]1[CH:6]=[CH:5][CH2:4][CH2:3][CH2:2]1.C1C=CC2N(O)N=NC=2C=1.[C:17]([NH:24][C@@H:25]([C:29](O)=[O:30])[CH:26]([CH3:28])[CH3:27])([O:19][C:20]([CH3:23])([CH3:22])[CH3:21])=[O:18].C(Cl)CCl>C(Cl)Cl>[C:17]([NH:24][C@@H:25]([C:29]([N:1]1[CH2:2][CH2:3][CH:4]=[CH:5][CH2:6]1)=[O:30])[CH:26]([CH3:27])[CH3:28])([O:19][C:20]([CH3:21])([CH3:23])[CH3:22])=[O:18]. Procedure details: 1.245 g of tetrahydropyridine in 50 ml of CH2Cl2 are treated with 1.5 mmol per mmol of tetrahydropyridine of HOBT, 2.17 g of N-BOC-(R)-valin and 1.5 mmol per mmol of tetrahydropyridine of EDC and the mixture obtained is stirred at RT. From the mixture obtained solvent is evaporated, the evaporation residue obtained is mixed with EE and the mixture obtained is extracted with 0.1N HCl and saturated aqueous NaHCO3 solution. The organic phase obtained is dried and solvent is evaporated. N—(N-BOC-(R)... Starting materials: C(C)(=O)NCC(=O)[O-] (N-acetylglycinate), [OH-].C(CCC)[P+](CCCC)(CCCC)CCCC (tetrabutylphosphonium hydroxide). Run at time 10 minute. The product is C(C)(=O)NCC(=O)[O-].C(CCC)[P+](CCCC)(CCCC)CCCC (tetrabutylphosphonium N-acetylglycinate). The yield is 102.2%. RXN SMILES: [C:1]([NH:4][CH2:5][C:6]([O-:8])=[O:7])(=[O:3])[CH3:2].[OH-].[CH2:10]([P+:14]([CH2:23][CH2:24][CH2:25][CH3:26])([CH2:19][CH2:20][CH2:21][CH3:22])[CH2:15][CH2:16][CH2:17][CH3:18])[CH2:11][CH2:12][CH3:13]>>[C:1]([NH:4][CH2:5][C:6]([O-:8])=[O:7])(=[O:3])[CH3:2].[CH2:23]([P+:14]([CH2:10][CH2:11][CH2:12][CH3:13])([CH2:15][CH2:16][CH2:17][CH3:18])[CH2:19][CH2:20][CH2:21][CH3:22])[CH2:24][CH2:25][CH3:26] |f:1.2,3.4|. Reported procedure: At 0° C., 3.54 g of N-acetylglycinate (by Tokyo Chemical) was added to 20.0 g of tetrabutylphosphonium hydroxide (aqueous 41.4% solution, by Hokko Chemical), and stirred for 10 minutes. Using an evaporator, the pressure was reduced to 40 to 50 mmHg, and this was concentrated at 60 to 80° C. for 2 hours, and then at 90° C. for 5 hours. At room temperature, this was again dissolved in 14.2 ml of ethyl acetate (Junsei Chemical). Using an evaporator, the pressure was reduced to 40 to 50 mmHg, and th... Reactants: Cc1nc2sccn2c1C(=O)NCC1NCC2CC(C)CC21, Cc1nc(C(=O)O)c(-c2ccccc2)s1. RXN SMILES: [CH3:1][CH:2]1[CH2:3][CH:4]2[CH2:5][NH:6][CH:7]([CH2:10][NH:11][C:12](=[O:13])[c:14]3[c:15]([CH3:22])[n:16][c:17]4[s:18][cH:19][cH:20][n:21]34)[CH:8]2[CH2:9]1.[CH3:23][c:24]1[s:25][c:26](-[c:32]2[cH:33][cH:34][cH:35][cH:36][cH:37]2)[c:27]([C:29](=[O:30])[OH:31])[n:28]1>>[CH3:1][CH:2]1[CH2:3][CH:4]2[CH2:5][N:6]([C:29]([c:27]3[c:26](-[c:32]4[cH:33][cH:34][cH:35][cH:36][cH:37]4)[s:25][c:24]([CH3:23])[n:28]3)=[O:30])[CH:7]([CH2:10][NH:11][C:12](=[O:13])[c:14]3[c:15]([CH3:22])[n:16][c:17]4[s:18][cH:19][cH:20][n:21]34)[CH:8]2[CH2:9]1. The product is Cc1nc(C(=O)N2CC3CC(C)CC3C2CNC(=O)c2c(C)nc3sccn23)c(-c2ccccc2)s1. The reactants are BrC=1C=C2C(=NC1[C@H](C)NC(OC(C)(C)C)=O)C=CN2C ((S)-tert-butyl (1-(6-bromo-1-methyl-1H-pyrrolo[3,2-b]pyridin-5-yl)ethyl)carbamate), CC1=NNC(=C1B1OC(C(O1)(C)C)(C)C)C (3,5-dimethyl-4-(4,4,5,5-tetramethyl-1,3,2-dioxaborolan-2-yl)-1H-pyrazole), C([O-])([O-])=O.[K+].[K+] (potassium carbonate). The reagents and catalysts are C1=CC=C(C=C1)P([C-]2C=CC=C2)C3=CC=CC=C3.C1=CC=C(C=C1)P([C-]2C=CC=C2)C3=CC=CC=C3.Cl[Pd]Cl.[Fe+2].C(Cl)Cl (PdCl2(dppf) CH2Cl2). Run in C(C)(=O)OCC (ethyl acetate), O1CCOCC1 (dioxane). Yields the product CC1=NNC(=C1C=1C=C2C(=NC1[C@H](C)NC(OC(C)(C)C)=O)C=CN2C)C (tert-Butyl ((1S)-1-(6-(3,5-dimethyl-1H-pyrazol-4-yl)-1-methyl-1H-pyrrolo[3,2-b]pyridin-5-yl)ethyl)carbamate). As a reaction SMILES: Br[C:2]1[CH:3]=[C:4]2[N:20]([CH3:21])[CH:19]=[CH:18][C:5]2=[N:6][C:7]=1[C@@H:8]([NH:10][C:11](=[O:17])[O:12][C:13]([CH3:16])([CH3:15])[CH3:14])[CH3:9].[CH3:22][C:23]1[C:27](B2OC(C)(C)C(C)(C)O2)=[C:26]([CH3:37])[NH:25][N:24]=1.C(=O)([O-])[O-].[K+].[K+]>O1CCOCC1.C(OCC)(=O)C.C1C=CC(P(C2C=CC=CC=2)[C-]2C=CC=C2)=CC=1.C1C=CC(P(C2C=CC=CC=2)[C-]2C=CC=C2)=CC=1.Cl[Pd]Cl.[Fe+2].C(Cl)Cl>[CH3:22][C:23]1[C:27]([C:2]2[CH:3]=[C:4]3[N:20]([CH3:21])[CH:19]=[CH:18][C:5]3=[N:6][C:7]=2[C@@H:8]([NH:10][C:11](=[O:17])[O:12][C:13]([CH3:16])([CH3:15])[CH3:14])[CH3:9])=[C:26]([CH3:37])[NH:25][N:24]=1 |f:2.3.4,7.8.9.10.11|. Procedure details: A solution of (S)-tert-butyl (1-(6-bromo-1-methyl-1H-pyrrolo[3,2-b]pyridin-5-yl)ethyl)carbamate (2 g, 5.65 mmol), 3,5-dimethyl-4-(4,4,5,5-tetramethyl-1,3,2-dioxaborolan-2-yl)-1H-pyrazole (1160 mg, 5.20 mmol) and PdCl2(dppf)-CH2Cl2 adduct (147 mg, 0.180 mmol) in dioxane (3500 μL) and aqueous 3M potassium carbonate solution (5400 μL, 16 mmol) was heated at 120° C. for 5 hours in a microwave reactor. The mixture was diluted with ethyl acetate (177 mL), washed with saturated ammonium chloride (177 m... Reactants: CO, O=C(O)c1ccc(-c2nc(-c3ccc(F)cc3)c(-c3ccccn3)[nH]2)cc1, O=S(=O)(O)O. Product: COC(=O)c1ccc(-c2nc(-c3ccc(F)cc3)c(-c3ccccn3)[nH]2)cc1. RXN SMILES: [CH3:33][OH:34].[F:1][c:2]1[cH:3][cH:4][c:5](-[c:8]2[n:9][c:10](-[c:19]3[cH:20][cH:21][c:22]([C:23](=[O:24])[OH:25])[cH:26][cH:27]3)[nH:11][c:12]2-[c:13]2[n:14][cH:15][cH:16][cH:17][cH:18]2)[cH:6][cH:7]1.[S:28](=[O:29])(=[O:30])([OH:31])[OH:32]>>[F:1][c:2]1[cH:3][cH:4][c:5](-[c:8]2[n:9][c:10](-[c:19]3[cH:20][cH:21][c:22]([C:23](=[O:24])[O:25][CH3:33])[cH:26][cH:27]3)[nH:11][c:12]2-[c:13]2[n:14][cH:15][cH:16][cH:17][cH:18]2)[cH:6][cH:7]1. Starting materials: C1(CCCC1)CC(C(=O)O)C1=CC(=C(C=C1)F)C(F)(F)F (3-cyclopentyl-2-(4-fluoro-3-trifluoromethyl-phenyl)-propionic acid), C[S-].[Na+] (sodium methanethiolate). The solvent is Cl (hydrochloric acid), CN(C=O)C (N,N-dimethylformamide). Conditions: temperature 105 celsius. Yields the product hexanes ethyl acetate, C1(CCCC1)CC(C(=O)O)C1=CC(=C(C=C1)SC)C(F)(F)F (3-cyclopentyl-2-(4-methylsulfanyl-3-trifluoromethyl-phenyl)-propionic acid). The yield is 82.4%. As a reaction SMILES: [CH:1]1([CH2:6][CH:7]([C:11]2[CH:16]=[CH:15][C:14](F)=[C:13]([C:18]([F:21])([F:20])[F:19])[CH:12]=2)[C:8]([OH:10])=[O:9])[CH2:5][CH2:4][CH2:3][CH2:2]1.[CH3:22][S-:23].[Na+]>CN(C)C=O.Cl>[CH:1]1([CH2:6][CH:7]([C:11]2[CH:16]=[CH:15][C:14]([S:23][CH3:22])=[C:13]([C:18]([F:21])([F:20])[F:19])[CH:12]=2)[C:8]([OH:10])=[O:9])[CH2:5][CH2:4][CH2:3][CH2:2]1 |f:1.2|. Reported procedure: A solution of 3-cyclopentyl-2-(4-fluoro-3-trifluoromethyl-phenyl)-propionic acid (prepared in Example 87, 1.52 g, 5.0 mmol) in N,N-dimethylformamide (10 mL) was treated with sodium methanethiolate (593 mg, 7.5 mmol). The reaction mixture was then heated to 100-110° C. for 14 h. At this time, the reaction was cooled to 25° C. and poured onto a IN aqueous hydrochloric acid solution (25 mL) and extracted into ethyl acetate (3×25 mL) and diethyl ether (1×25 mL). The organics were then washed with wa...